This data is from the Open Reaction Database (ORD), a public repository of structured organic reaction records. The task is: describe an organic reaction: reactants, conditions, products, and yield The reactants are Cl.NC1=C(C(=N)N)C=CC=C1 (2-aminobenzamidine hydrochloride), O=C1CN(CC1)C(=O)OCC (ethyl 3-oxopyrrolidine-1-carboxylate). The product is Cl.NC1=NC2(NC3=CC=CC=C13)CN(CC2)C(=O)OCC (Ethyl 4'-aminospiro[pyrrolidine-3,2'(1'H)-quinazoline]-1-carboxylate hydrochloride). As a reaction SMILES: [ClH:1].[NH2:2][C:3]1[CH:11]=[CH:10][CH:9]=[CH:8][C:4]=1[C:5]([NH2:7])=[NH:6].O=[C:13]1[CH2:17][CH2:16][N:15]([C:18]([O:20][CH2:21][CH3:22])=[O:19])[CH2:14]1>>[ClH:1].[NH2:6][C:5]1[C:4]2[C:3](=[CH:11][CH:10]=[CH:9][CH:8]=2)[NH:2][C:13]2([CH2:17][CH2:16][N:15]([C:18]([O:20][CH2:21][CH3:22])=[O:19])[CH2:14]2)[N:7]=1 |f:0.1,3.4|. Procedure: This was prepared by the method of Example 173 using 2-aminobenzamidine hydrochloride and ethyl 3-oxopyrrolidine-1-carboxylate to give the title compound, MS (+EI) 274 ([M+H]+), 1H NMR (d6 -DMSO) (rotamers) 10.48 (1H, s), 9.2-8.2 (2H, m), 7.94 (1H, s), 7.88 (1H, d), 7.49 (1H, t), 6.89 (1H, d), 6.85 (1H, t), 4.04 (2H, dt), 3.6-3.4 (4H, m) 2.86-2.7 (1H, m), 2.09-2.02 (1H, m), 1.18 (3H, dq). Starting materials: [Li]CCCC, C1CCOC1, COc1ccc(-c2ccc3c(Br)c(OC)ccc3c2)cc1, CN(C)CCN(C)C, CI, O. Yields the product COc1ccc(-c2ccc3c(C)c(OC)ccc3c2)cc1. RXN SMILES: [CH2:22]([Li:23])[CH2:24][CH2:25][CH3:26].[CH2:37]1[O:38][CH2:39][CH2:40][CH2:41]1.[CH3:1][O:2][c:3]1[c:4]([Br:21])[c:5]2[cH:6][cH:7][c:8](-[c:13]3[cH:14][cH:15][c:16]([O:19][CH3:20])[cH:17][cH:18]3)[cH:9][c:10]2[cH:11][cH:12]1.[CH3:27][N:28]([CH3:29])[CH2:30][CH2:31][N:32]([CH3:33])[CH3:34].[I:35][CH3:36].[OH2:42]>>[CH3:1][O:2][c:3]1[c:4]([CH3:22])[c:5]2[cH:6][cH:7][c:8](-[c:13]3[cH:14][cH:15][c:16]([O:19][CH3:20])[cH:17][cH:18]3)[cH:9][c:10]2[cH:11][cH:12]1. Starting materials: C(C#CC)O (2-butyn-1-ol), [H-].[Na+] (sodium hydride), [Cl-].[NH4+] (ammonium chloride), ClC1=NC=NC(=C1)SC (4-chloro-6-methylthiopyrimidine). Run in O1CCCC1 (tetrahydrofuran), O1CCCC1 (tetrahydrofuran), O1CCCC1 (tetrahydrofuran). The product is C(C#CC)OC1=NC=NC(=C1)SC (4-(2-butynyloxy)-6-methylthiopyrimidine). Yield: 97.7%. As a reaction SMILES: [H-].[Na+].[CH2:3]([OH:7])[C:4]#[C:5][CH3:6].Cl[C:9]1[CH:14]=[C:13]([S:15][CH3:16])[N:12]=[CH:11][N:10]=1.[Cl-].[NH4+]>O1CCCC1>[CH2:3]([O:7][C:9]1[CH:14]=[C:13]([S:15][CH3:16])[N:12]=[CH:11][N:10]=1)[C:4]#[C:5][CH3:6] |f:0.1,4.5|. Procedure details: In 10 ml of tetrahydrofuran was suspended 0.41 g of sodium hydride (60% in oil), to which 2 ml of a tetrahydrofuran solution containing 0.58 g of 2-butyn-1-ol was slowly added dropwise with stirring at room temperature. The mixture was stirred at room temperature for 20 minutes, to which 2 ml of a tetrahydrofuran solution containing 1.1 g of 4-chloro-6-methylthiopyrimidine was slowly added dropwise, followed by further stirring for 4 hours. The reaction mixture was then poured into a saturated a...